This data is from the Open Reaction Database (ORD), a public repository of structured organic reaction records. The task is: describe an organic reaction: reactants, conditions, products, and yield Starting materials: BrB(Br)Br, COC(=O)c1ccc(C(C)(C)C)c(OC)c1, ClCCl. Yields the product COC(=O)c1ccc(C(C)(C)C)c(O)c1. Reaction SMILES: [B:1]([Br:2])([Br:3])[Br:4].[CH3:5][O:6][C:7]([c:8]1[cH:9][c:10]([O:18][CH3:19])[c:11]([C:14]([CH3:15])([CH3:16])[CH3:17])[cH:12][cH:13]1)=[O:20].[Cl:21][CH2:22][Cl:23]>>[CH3:5][O:6][C:7]([c:8]1[cH:9][c:10]([OH:18])[c:11]([C:14]([CH3:15])([CH3:16])[CH3:17])[cH:12][cH:13]1)=[O:20]. Reactants: ClC1=C(N=CC(=N1)N[C@@H](C(=O)N)CC)C#N ((R)-2-(6-chloro-5-cyanopyrazin-2-ylamino)butanamide), N1=CC=C(C=C1)C1=CC=C(N)C=C1 (4-(pyridin-4-yl)aniline), C(=O)([O-])[O-].[K+].[K+] (K2CO3), C=1C=CC(=CC1)P(C=2C=CC=CC2)C3=CC=C4C=CC=CC4=C3C5=C6C=CC=CC6=CC=C5P(C=7C=CC=CC7)C=8C=CC=CC8 (BINAP). The reagents and catalysts are CC(=O)[O-].CC(=O)[O-].[Pd+2] (Pd(OAc)2). Run in O1CCOCC1 (dioxane). Conditions: time 4 hour. Yields the product C(#N)C=1N=CC(=NC1NC1=CC=C(C=C1)C1=CC=NC=C1)N[C@@H](C(=O)N)CC ((R)-2-(5-cyano-6-(4-(pyridin-4-yl)phenylamino)pyrazin-2-ylamino)butanamide). Yield: 46.4%. As a reaction SMILES: Cl[C:2]1[N:7]=[C:6]([NH:8][C@H:9]([CH2:13][CH3:14])[C:10]([NH2:12])=[O:11])[CH:5]=[N:4][C:3]=1[C:15]#[N:16].[N:17]1[CH:22]=[CH:21][C:20]([C:23]2[CH:29]=[CH:28][C:26]([NH2:27])=[CH:25][CH:24]=2)=[CH:19][CH:18]=1.C([O-])([O-])=O.[K+].[K+].C1C=CC(P(C2C(C3C(P(C4C=CC=CC=4)C4C=CC=CC=4)=CC=C4C=3C=CC=C4)=C3C(C=CC=C3)=CC=2)C2C=CC=CC=2)=CC=1>O1CCOCC1.CC([O-])=O.CC([O-])=O.[Pd+2]>[C:15]([C:3]1[N:4]=[CH:5][C:6]([NH:8][C@H:9]([CH2:13][CH3:14])[C:10]([NH2:12])=[O:11])=[N:7][C:2]=1[NH:27][C:26]1[CH:25]=[CH:24][C:23]([C:20]2[CH:19]=[CH:18][N:17]=[CH:22][CH:21]=2)=[CH:29][CH:28]=1)#[N:16] |f:2.3.4,7.8.9|. Reported procedure: A mixture of (R)-2-(6-chloro-5-cyanopyrazin-2-ylamino)butanamide (80 mg, 0.334 mmol), 4-(pyridin-4-yl)aniline (56 mg, 0.329 mmol), K2CO3 (110 mg, 0.797 mmol), BINAP (30 mg, 0.048 mmol) and Pd(OAc)2 (15 mg, 0.066 mmol) in dioxane (3 mL) was degassed with Ar, then was stirred at 110 C for 4 h. The mixture was concentrated in vacuo. The residue was purified by HPLC to give (R)-2-(5-cyano-6-(4-(pyridin-4-yl)phenylamino)pyrazin-2-ylamino)butanamide (57 mg).